This data is from the Open Reaction Database (ORD), a public repository of structured organic reaction records. The task is: describe an organic reaction: reactants, conditions, products, and yield The reactants are CCO, CC(=O)[O-], COC(=O)c1cc(C=O)ccc1OC, Cl, NO, [Na+], O. Yields the product COC(=NO)c1cc(C=O)ccc1OC. Reaction SMILES: [CH2:24]([OH:25])[CH3:26].[CH3:19][C:20](=[O:21])[O-:22].[CH3:1][O:2][c:3]1[c:4]([C:5](=[O:6])[O:7][CH3:8])[cH:9][c:10]([CH:13]=[O:14])[cH:11][cH:12]1.[ClH:15].[NH2:16][OH:17].[Na+:18].[OH2:23]>>[CH3:1][O:2][c:3]1[c:4]([C:5]([O:7][CH3:8])=[N:16][OH:17])[cH:9][c:10]([CH:13]=[O:14])[cH:11][cH:12]1. Reactants: O=C(NC1CCN(Cc2ccccc2)CC1)c1n[nH]c2ccccc12, CC(C)Br, [H-], [Na+], CN(C)C=O. The product is CC(C)n1nc(C(=O)NC2CCN(Cc3ccccc3)CC2)c2ccccc21. RXN SMILES: [CH2:1]([c:2]1[cH:3][cH:4][cH:5][cH:6][cH:7]1)[N:8]1[CH2:9][CH2:10][CH:11]([NH:14][C:15](=[O:16])[c:17]2[n:18][nH:19][c:20]3[cH:21][cH:22][cH:23][cH:24][c:25]23)[CH2:12][CH2:13]1.[CH:28]([CH3:29])([CH3:30])[Br:31].[H-:26].[Na+:27].[O:32]=[CH:33][N:34]([CH3:35])[CH3:36]>>[CH2:1]([c:2]1[cH:3][cH:4][cH:5][cH:6][cH:7]1)[N:8]1[CH2:9][CH2:10][CH:11]([NH:14][C:15](=[O:16])[c:17]2[n:18][n:19]([CH:28]([CH3:29])[CH3:30])[c:20]3[cH:21][cH:22][cH:23][cH:24][c:25]23)[CH2:12][CH2:13]1. Procedure details: Prepared as in example 10-91 from 1-benzyl-4-(1-((3,5-dimethylisoxazol-4-yl)methyl)-1H-pyrazol-4-yl)-1,2,4-triazolidine-3,5-dione (example 10-91a) and bromomethyl methyl ether. Yield: 18%. MS M+H calculated 411.17; found 411.2. The title compound was shown to inhibit hT2R08 bitter receptor and had an IC50 of 0.02 μM. Reaction SMILES: [CH2:1]([N:8]1[C:12](=[O:13])[N:11]([C:14]2[CH:15]=[N:16][N:17]([CH2:19][C:20]3[C:21]([CH3:26])=[N:22][O:23][C:24]=3[CH3:25])[CH:18]=2)[C:10](=[O:27])[NH:9]1)[C:2]1[CH:7]=[CH:6][CH:5]=[CH:4][CH:3]=1.[CH3:28][O:29][CH2:30]Br>>[CH2:1]([N:8]1[C:12](=[O:13])[N:11]([C:14]2[CH:15]=[N:16][N:17]([CH2:19][C:20]3[C:21]([CH3:26])=[N:22][O:23][C:24]=3[CH3:25])[CH:18]=2)[C:10](=[O:27])[N:9]1[CH2:28][O:29][CH3:30])[C:2]1[CH:3]=[CH:4][CH:5]=[CH:6][CH:7]=1. The yield is 18.0%. The reactants are C(C1=CC=CC=C1)N1NC(N(C1=O)C=1C=NN(C1)CC=1C(=NOC1C)C)=O (1-benzyl-4-(1-((3,5-dimethylisoxazol-4-yl)methyl)-1H-pyrazol-4-yl)-1,2,4-triazolidine-3,5-dione), COCBr (bromomethyl methyl ether). Product: C(C1=CC=CC=C1)N1N(C(N(C1=O)C=1C=NN(C1)CC=1C(=NOC1C)C)=O)COC (1-benzyl-4-(1-((3,5-dimethylisoxazol-4-yl)methyl)-1H-pyrazol-4-yl)-2-(methoxymethyl)-1,2,4-triazolidine-3,5-dione).